From a dataset of the Open Reaction Database (ORD), a public repository of structured organic reaction records. describe an organic reaction: reactants, conditions, products, and yield The reactants are COc1ccc(Br)cn1, C#Cc1ccc(Cc2cc(C3(O)OC(CO)C(O)C(O)C3O)ccc2Cl)cc1. The product is COc1ccc(C#Cc2ccc(Cc3cc(C4(O)OC(CO)C(O)C(O)C4O)ccc3Cl)cc2)cn1. RXN SMILES: [CH3:29][O:30][c:31]1[n:32][cH:33][c:34]([Br:37])[cH:35][cH:36]1.[Cl:1][c:2]1[c:3]([CH2:20][c:21]2[cH:22][cH:23][c:24]([C:27]#[CH:28])[cH:25][cH:26]2)[cH:4][c:5]([C:8]2([OH:9])[CH:10]([OH:11])[CH:12]([OH:13])[CH:14]([OH:15])[CH:16]([CH2:18][OH:19])[O:17]2)[cH:6][cH:7]1>>[Cl:1][c:2]1[c:3]([CH2:20][c:21]2[cH:22][cH:23][c:24]([C:27]#[C:28][c:34]3[cH:33][n:32][c:31]([O:30][CH3:29])[cH:36][cH:35]3)[cH:25][cH:26]2)[cH:4][c:5]([C:8]2([OH:9])[CH:10]([OH:11])[CH:12]([OH:13])[CH:14]([OH:15])[CH:16]([CH2:18][OH:19])[O:17]2)[cH:6][cH:7]1. Starting materials: C1(CCCCC1)P(C1=C(C=CC=C1)C1=C(C=C(C=C1C(C)C)C(C)C)C(C)C)C1CCCCC1 (dicyclohexyl(2′,4′,6′-triisopropylbiphenyl-2-yl)phosphine), O1CCN(CC1)C=1C=C(C=NC1)N (5-morpholinopyridin-3-amine), ClC1=C(C(=NC2=CC(=CC(=C12)F)F)C1=CC(=NC=C1)N1CCCC1)C (4-chloro-5,7-difluoro-3-methyl-2-(2-(pyrrolidin-1-yl)pyridin-4-yl)quinoline), CC(C)([O-])C.[Na+] (sodium tert-butoxide). Reagents/catalysts: C=1C=CC(=CC1)/C=C/C(=O)/C=C/C2=CC=CC=C2.C=1C=CC(=CC1)/C=C/C(=O)/C=C/C2=CC=CC=C2.C=1C=CC(=CC1)/C=C/C(=O)/C=C/C2=CC=CC=C2.[Pd].[Pd] (Pd2dba3). The solvent is C1(=CC=CC=C1)C (toluene). The product is FC1=C2C(=C(C(=NC2=CC(=C1)F)C1=CC(=NC=C1)N1CCCC1)C)NC=1C=NC=C(C1)N1CCOCC1 (5,7-difluoro-3-methyl-N-(5-morpholinopyridin-3-yl)-2-(2-(pyrrolidin-1-yl)pyridin-4-yl)quinolin-4-amine). RXN SMILES: C1(P(C2CCCCC2)C2C=CC=CC=2C2C(C(C)C)=CC(C(C)C)=CC=2C(C)C)CCCCC1.[O:35]1[CH2:40][CH2:39][N:38]([C:41]2[CH:42]=[C:43]([NH2:47])[CH:44]=[N:45][CH:46]=2)[CH2:37][CH2:36]1.Cl[C:49]1[C:58]2[C:53](=[CH:54][C:55]([F:60])=[CH:56][C:57]=2[F:59])[N:52]=[C:51]([C:61]2[CH:66]=[CH:65][N:64]=[C:63]([N:67]3[CH2:71][CH2:70][CH2:69][CH2:68]3)[CH:62]=2)[C:50]=1[CH3:72].CC(C)([O-])C.[Na+]>C1(C)C=CC=CC=1.C1C=CC(/C=C/C(/C=C/C2C=CC=CC=2)=O)=CC=1.C1C=CC(/C=C/C(/C=C/C2C=CC=CC=2)=O)=CC=1.C1C=CC(/C=C/C(/C=C/C2C=CC=CC=2)=O)=CC=1.[Pd].[Pd]>[F:59][C:57]1[CH:56]=[C:55]([F:60])[CH:54]=[C:53]2[C:58]=1[C:49]([NH:47][C:43]1[CH:44]=[N:45][CH:46]=[C:41]([N:38]3[CH2:39][CH2:40][O:35][CH2:36][CH2:37]3)[CH:42]=1)=[C:50]([CH3:72])[C:51]([C:61]1[CH:66]=[CH:65][N:64]=[C:63]([N:67]3[CH2:68][CH2:69][CH2:70][CH2:71]3)[CH:62]=1)=[N:52]2 |f:3.4,6.7.8.9.10|. Reported procedure: The Buchwald coupled product was prepared according to Procedure S using of dicyclohexyl(2′,4′,6′-triisopropylbiphenyl-2-yl)phosphine (0.021 g, 0.044 mmol), 5-morpholinopyridin-3-amine (0.060 g, 0.33 mmol), 4-chloro-5,7-difluoro-3-methyl-2-(2-(pyrrolidin-1-yl)pyridin-4-yl)quinoline (0.10 g, 0.28 mmol) and Pd2dba3 (0.010 g, 0.011 mmol) and sodium tert-butoxide (0.067 g, 0.70 mmol) in toluene (2.8 mL) at 100° C. for 5 h. The crude product was purified by column chromatography on silica gel (0 to 1... Reactants: CC(C)(C)OC(=O)N1CC(CC2CC(O[Si](C)(C)C(C)(C)C)CN2C(=O)OC(C)(C)C)CC1CO, CCOC(C)=O, CN(C)C=O, O=[Cr](=O)([O-])O[Cr](=O)(=O)[O-], c1cc[nH+]cc1, c1cc[nH+]cc1. The product is CC(C)(C)OC(=O)N1CC(O[Si](C)(C)C(C)(C)C)CC1CC1CC(C(=O)O)N(C(=O)OC(C)(C)C)C1. Reaction SMILES: [C:22]([CH3:23])([CH3:24])([CH3:25])[O:26][C:27](=[O:28])[N:29]1[CH:30]([CH2:42][CH:43]2[CH2:44][CH:45]([CH2:55][OH:56])[N:46]([C:48](=[O:49])[O:50][C:51]([CH3:52])([CH3:53])[CH3:54])[CH2:47]2)[CH2:31][CH:32]([O:34][Si:35]([CH3:36])([CH3:37])[C:38]([CH3:39])([CH3:40])[CH3:41])[CH2:33]1.[CH3:57][CH2:58][O:59][C:60](=[O:61])[CH3:62].[CH3:63][N:64]([CH3:65])[CH:66]=[O:67].[Cr:1]([O:2][Cr:3]([O-:4])(=[O:5])=[O:6])([O-:7])(=[O:8])=[O:9].[nH+:10]1[cH:11][cH:12][cH:13][cH:14][cH:15]1.[nH+:16]1[cH:17][cH:18][cH:19][cH:20][cH:21]1>>[C:22]([CH3:23])([CH3:24])([CH3:25])[O:26][C:27](=[O:28])[N:29]1[CH:30]([CH2:42][CH:43]2[CH2:44][CH:45]([C:55](=[O:56])[OH:59])[N:46]([C:48](=[O:49])[O:50][C:51]([CH3:52])([CH3:53])[CH3:54])[CH2:47]2)[CH2:31][CH:32]([O:34][Si:35]([CH3:36])([CH3:37])[C:38]([CH3:39])([CH3:40])[CH3:41])[CH2:33]1. The reactants are CC(C)(C)OC(=O)NC(Cc1ccc(-c2ccccc2)cc1)C(=O)O, COCCOC, CN1CCOCC1, CC(C)COC(=O)Cl. Product: CC(C)(C)OC(=O)NC(CO)Cc1ccc(-c2ccccc2)cc1. Reaction SMILES: [C:1]([CH3:2])([CH3:3])([CH3:4])[O:5][C:6](=[O:7])[NH:8][CH:9]([C:10](=[O:11])[OH:12])[CH2:13][c:14]1[cH:15][cH:16][c:17](-[c:20]2[cH:21][cH:22][cH:23][cH:24][cH:25]2)[cH:18][cH:19]1.[CH2:41]([CH2:42][O:43][CH3:44])[O:45][CH3:46].[CH3:26][N:27]1[CH2:28][CH2:29][O:30][CH2:31][CH2:32]1.[Cl:33][C:34]([O:35][CH2:36][CH:37]([CH3:38])[CH3:39])=[O:40]>>[C:1]([CH3:2])([CH3:3])([CH3:4])[O:5][C:6](=[O:7])[NH:8][CH:9]([CH2:10][OH:11])[CH2:13][c:14]1[cH:15][cH:16][c:17](-[c:20]2[cH:21][cH:22][cH:23][cH:24][cH:25]2)[cH:18][cH:19]1.